The task is: describe an organic reaction: reactants, conditions, products, and yield. This data is from the Open Reaction Database (ORD), a public repository of structured organic reaction records. The reactants are CC(=O)O[BH-](OC(C)=O)OC(C)=O, CC(=O)O, ClCCl, O=CCC(F)(F)F, CC(C)(C)OC(=O)N1CCC(N)(C(N)=O)CC1, [Na+], O. Product: CC(C)(C)OC(=O)N1CCC(NCCC(F)(F)F)(C(N)=O)CC1. RXN SMILES: [C:25]([O:26][BH-:27]([O:28][C:29](=[O:30])[CH3:31])[O:32][C:33](=[O:34])[CH3:35])(=[O:36])[CH3:37].[CH3:39][C:40](=[O:41])[OH:42].[Cl:44][CH2:45][Cl:46].[F:18][C:19]([CH2:20][CH:21]=[O:22])([F:23])[F:24].[NH2:1][C:2]1([C:15]([NH2:16])=[O:17])[CH2:3][CH2:4][N:5]([C:8](=[O:9])[O:10][C:11]([CH3:12])([CH3:13])[CH3:14])[CH2:6][CH2:7]1.[Na+:38].[OH2:43]>>[NH:1]([C:2]1([C:15]([NH2:16])=[O:17])[CH2:3][CH2:4][N:5]([C:8](=[O:9])[O:10][C:11]([CH3:12])([CH3:13])[CH3:14])[CH2:6][CH2:7]1)[CH2:21][CH2:20][C:19]([F:18])([F:23])[F:24]. The reactants are C1(=CCCCC1)C1N=C(CCCC1)OC (2-(cyclohexen-1-yl)-3,4,5,6-tetrahydro-7-methoxy-2H-azepine), [Cl-].[NH4+] (ammonium chloride), title material. Reaction SMILES: [C:1]1([CH:7]2[CH2:13][CH2:12][CH2:11][CH2:10][C:9](OC)=[N:8]2)[CH2:6][CH2:5][CH2:4][CH2:3][CH:2]=1.[Cl-:16].[NH4+:17]>CO>[ClH:16].[C:1]1([CH:7]2[NH:8][C:9](=[NH:17])[CH2:10][CH2:11][CH2:12][CH2:13]2)[CH2:6][CH2:5][CH2:4][CH2:3][CH:2]=1 |f:1.2,4.5|. Reported procedure: The product of EXAMPLE 253 in MeOH is reacted with ammonium chloride by the method of EXAMPLE 27 to generate the title material. Solvent: CO (MeOH). The product is Cl.C1(=CCCCC1)C1CCCCC(N1)=N (7-(cyclohexen-1-yl)hexahydro-1H-azepin-2-imine, monohydrochloride).